This data is from the Open Reaction Database (ORD), a public repository of structured organic reaction records. The task is: describe an organic reaction: reactants, conditions, products, and yield The reactants are [BH4-], Brc1ccc2c(c1)NCC2, CCOC(C)=O, CC(=O)O, ClCCCl, O=C1CCN(CCc2ccccc2F)CC1, [Na+], [Na+], [OH-]. Product: Fc1ccccc1CCN1CCC(N2CCc3ccc(Br)cc32)CC1. RXN SMILES: [BH4-:1].[Br:3][c:4]1[cH:5][cH:6][c:7]2[c:11]([cH:12]1)[NH:10][CH2:9][CH2:8]2.[CH3:35][CH2:36][O:37][C:38](=[O:39])[CH3:40].[CH3:41][C:42](=[O:43])[OH:44].[Cl:31][CH2:32][CH2:33][Cl:34].[F:13][c:14]1[c:15]([CH2:16][CH2:17][N:18]2[CH2:19][CH2:20][C:21](=[O:24])[CH2:22][CH2:23]2)[cH:25][cH:26][cH:27][cH:28]1.[Na+:2].[Na+:30].[OH-:29]>>[Br:3][c:4]1[cH:5][cH:6][c:7]2[c:11]([cH:12]1)[N:10]([CH:21]1[CH2:20][CH2:19][N:18]([CH2:17][CH2:16][c:15]3[c:14]([F:13])[cH:28][cH:27][cH:26][cH:25]3)[CH2:23][CH2:22]1)[CH2:9][CH2:8]2. Reactants: C(C1=CC=CC=C1)OC=1C(C=C(NC1)C(F)F)=O (5-Benzyloxy-2-difluoromethyl-1H-pyridin-4-one). Reagents/catalysts: [Pd] (Pd/C). Solvent: CO (methanol). Conditions: time 15 minute. Yields the product FC(C=1NC=C(C(C1)=O)O)F (2-Difluoromethyl-5-hydroxy-1H-pyridin-4-one). Yield: 88.7%. As a reaction SMILES: C([O:8][C:9]1[C:10](=[O:18])[CH:11]=[C:12]([CH:15]([F:17])[F:16])[NH:13][CH:14]=1)C1C=CC=CC=1>CO.[Pd]>[F:17][CH:15]([F:16])[C:12]1[NH:13][CH:14]=[C:9]([OH:8])[C:10](=[O:18])[CH:11]=1. Reported procedure: 5-Benzyloxy-2-difluoromethyl-1H-pyridin-4-one (300 mg, 1.19 mmol) was dissolved in methanol (20 mL) to give clear a yellow solution. Pd/C (55 mg) was added at RT. After purging with hydrogen gas, the mixture was hydrogenated at 50 psi H2 pressure for 15 min. The reaction mixture was filtered through a short pre-treated CELITE™ bed. The filtrate was collected, and the solvent was removed in vacuo to give the title compound as an off-white solid (170 mg, 88%) with an HPLC purity (peak percent area... The reactants are C(C)(C)(C)OC(=O)N[C@H](C(=O)O)CC1=CC=C(C=C1)C1=CC(=CC=C1)Cl ((S)-2-tert-butoxycarbonylamino-3-(3′-chloro-biphenyl-4-yl)-propionic acid), C(C1=CC=CC=C1)Br (benzyl bromide), C(=O)(O)[O-].[Na+] (NaHCO3). Run in CN(C)C=O (DMF), CCOC(=O)C (EtOAc). Reaction conditions: time 8 hour. The product is C(C1=CC=CC=C1)OC([C@H](CC1=CC=C(C=C1)C1=CC(=CC=C1)Cl)N)=O ((S)-2-amino-3-(3′-chloro-biphenyl-4-yl)-propionic acid benzyl ester). Isolated yield 89.3%. Reaction SMILES: C(OC([NH:8][C@@H:9]([CH2:13][C:14]1[CH:19]=[CH:18][C:17]([C:20]2[CH:25]=[CH:24][CH:23]=[C:22]([Cl:26])[CH:21]=2)=[CH:16][CH:15]=1)[C:10]([OH:12])=[O:11])=O)(C)(C)C.[CH2:27](Br)[C:28]1[CH:33]=[CH:32][CH:31]=[CH:30][CH:29]=1.C([O-])(O)=O.[Na+]>CN(C=O)C.CCOC(C)=O>[CH2:27]([O:12][C:10](=[O:11])[C@@H:9]([NH2:8])[CH2:13][C:14]1[CH:15]=[CH:16][C:17]([C:20]2[CH:25]=[CH:24][CH:23]=[C:22]([Cl:26])[CH:21]=2)=[CH:18][CH:19]=1)[C:28]1[CH:33]=[CH:32][CH:31]=[CH:30][CH:29]=1 |f:2.3|. Reported procedure: To a solution of (S)-2-tert-butoxycarbonylamino-3-(3′-chloro-biphenyl-4-yl)-propionic acid (12.9 g, 34.3 mmol) in DMF (130 mL) were added benzyl bromide (8.16 mL, 68.6 mmol) and NaHCO3 (5.77 g, 68.6 mmol). After stirred at room temperature overnight, the reaction mixture was diluted with EtOAc. The mixture was washed with H2O and brine, dried over Na2SO4, and concentrated under reduced pressure. The obtained residue was treated with 4M HCl in dioxane (30 mL) and stirred for 2 hours. The reaction... The reactants are C(C=CC=CC)OC(=O)C1=C(NC(=C(C1C1=CC(=CC=C1)[N+](=O)[O-])C(=O)O)C)C (4-(3-nitrophenyl)-2,6-dimethyl-1,4-dihydropyridine-3,5-dicarboxylic acid 3-(2,4-hexadienyl)ester), C(C=CC=CC)O (2,4-hexadien-1-ol), C1(CCCCC1)N=C=NC1CCCCC1 (dicyclohexylcarbodiimide). The reagents and catalysts are CN(C1=CC=NC=C1)C (4-dimethylaminopyridine). Run in ClC(C)Cl (dichloroethane). Yields the product [N+](=O)([O-])C=1C=C(C=CC1)C1C(=C(NC(=C1C(=O)OCC=CC=CC)C)C)C(=O)OCC=CC=CC (bis(2,4-hexadienyl) 4-(3-nitrophenyl)-2,6-dimethyl-1,4-dihydropyridine-3,5-dicarboxylate). The yield is 89.5%. RXN SMILES: [CH2:1]([O:7][C:8]([C:10]1[CH:15]([C:16]2[CH:21]=[CH:20][CH:19]=[C:18]([N+:22]([O-:24])=[O:23])[CH:17]=2)[C:14]([C:25]([OH:27])=[O:26])=[C:13]([CH3:28])[NH:12][C:11]=1[CH3:29])=[O:9])[CH:2]=[CH:3][CH:4]=[CH:5][CH3:6].[CH2:30](O)[CH:31]=[CH:32][CH:33]=[CH:34][CH3:35].C1(N=C=NC2CCCCC2)CCCCC1>CN(C)C1C=CN=CC=1.ClC(Cl)C>[N+:22]([C:18]1[CH:17]=[C:16]([CH:15]2[C:10]([C:8]([O:7][CH2:1][CH:2]=[CH:3][CH:4]=[CH:5][CH3:6])=[O:9])=[C:11]([CH3:29])[NH:12][C:13]([CH3:28])=[C:14]2[C:25]([O:27][CH2:30][CH:31]=[CH:32][CH:33]=[CH:34][CH3:35])=[O:26])[CH:21]=[CH:20][CH:19]=1)([O-:24])=[O:23]. Procedure: 398 mg (1 mM) of 4-(3-nitrophenyl)-2,6-dimethyl-1,4-dihydropyridine-3,5-dicarboxylic acid 3-(2,4-hexadienyl)ester, 108 mg (1.1 mM) of 2,4-hexadien-1-ol, 227 mg (1.1 mM) of dicyclohexylcarbodiimide and 134 mg (1.1 mM) of 4-dimethylaminopyridine were dissolved in 20 ml of dichloroethane, and refluxed for 2 hours. Insoluble matters were filtered off, and the solvent was evaporated under reduced pressure. The residue was purified by silica gel column chromatography, and 428 mg (89.4%) of bis(2,4-hex... The reactants are Cl.NCC1=C(N(C2=NC(=CC=C2C1=O)C(F)(F)F)C1=CC=CC=C1)C(=O)OC (methyl 3-(aminomethyl)-4-oxo-1-phenyl-7-(trifluoromethyl)-1,4-dihydro-1,8-naphthyridine-2-carboxylate hydrochloride), N1C(=NC=C1)C1=CC=C(C(=O)O)C=C1 (4-(1H-imidazol-2-yl)-benzoic acid). Product: COC(=O)C=1N(C2=NC(=CC=C2C(C1CNC(C1=CC=C(C=C1)C=1NC=CN1)=O)=O)C(F)(F)F)C1=CC=CC=C1 (3-{[4-(1H-Imidazol-2-yl)-benzoylamino]-methyl}-4-oxo-1-phenyl-7-trifluoromethyl-1,4-dihydro-[1,8]naphthyridine-2-carboxylic acid methyl ester). As a reaction SMILES: Cl.[NH2:2][CH2:3][C:4]1[C:13](=[O:14])[C:12]2[C:7](=[N:8][C:9]([C:15]([F:18])([F:17])[F:16])=[CH:10][CH:11]=2)[N:6]([C:19]2[CH:24]=[CH:23][CH:22]=[CH:21][CH:20]=2)[C:5]=1[C:25]([O:27][CH3:28])=[O:26].[NH:29]1[CH:33]=[CH:32][N:31]=[C:30]1[C:34]1[CH:42]=[CH:41][C:37]([C:38](O)=[O:39])=[CH:36][CH:35]=1>>[CH3:28][O:27][C:25]([C:5]1[N:6]([C:19]2[CH:20]=[CH:21][CH:22]=[CH:23][CH:24]=2)[C:7]2[C:12]([C:13](=[O:14])[C:4]=1[CH2:3][NH:2][C:38](=[O:39])[C:37]1[CH:36]=[CH:35][C:34]([C:30]3[NH:31][CH:32]=[CH:33][N:29]=3)=[CH:42][CH:41]=1)=[CH:11][CH:10]=[C:9]([C:15]([F:16])([F:17])[F:18])[N:8]=2)=[O:26] |f:0.1|. Procedure: 3-{[4-(1H-Imidazol-2-yl)-benzoylamino]-methyl}-4-oxo-1-phenyl-7-trifluoromethyl-1,4-dihydro-[1,8]naphthyridine-2-carboxylic acid methyl ester was prepared starting from intermediate J and 4-(1H-imidazol-2-yl)-benzoic acid. 1H NMR (DMSO-d6) δ ppm 8.90 (d, J=8.1 Hz, 1H) 8.77 (t, J=4.6 Hz, 1H) 7.91-8.00 (m, 3H) 7.83-7.89 (m, 2H) 7.52-7.59 (m, 3H) 7.47 (s, 2H) 7.43 (dd, J=6.7, 2.7 Hz, 2H) 4.46 (d, J=4.8 Hz, 2H) 3.40 (s, 3H). MS calcd. for C28H20F3N5O4 [(M+H)+] 548.1, obsd. 548.1. Starting materials: C(C)N(C1=CC2=C(C(C(O2)=C2OC3=C(C2=O)C=CC(=C3)N(CC)CC)=O)C=C1)CC (6-diethylamino-2-(6-diethylamino-3-oxo-2(3H)-benzofuranylidene)-3(2H)-benzofuranone). Reagents/catalysts: [Zn] (zinc). Run in C(C)(=O)O (acetic acid). Run at time 15 minute. Product: C(C)N(C1=CC2=C(C(C(O2)=C2OC3=C(C2=O)C=CC=C3)=O)C=C1)CC (6-diethylamino-3-oxo-2(3H)-benzofuranylidene-3(2H)-benzofuranone). RXN SMILES: C(N(CC)[C:4]1[CH:28]=[CH:27][C:7]2[C:8](=[O:26])[C:9](=[C:11]3[C:15](=[O:16])[C:14]4[CH:17]=[CH:18][C:19]([N:21]([CH2:24][CH3:25])[CH2:22][CH3:23])=[CH:20][C:13]=4[O:12]3)[O:10][C:6]=2[CH:5]=1)C>C(O)(=O)C.[Zn]>[CH2:24]([N:21]([CH2:22][CH3:23])[C:19]1[CH:18]=[CH:17][C:14]2[C:15](=[O:16])[C:11](=[C:9]3[C:8](=[O:26])[C:7]4[CH:27]=[CH:28][CH:4]=[CH:5][C:6]=4[O:10]3)[O:12][C:13]=2[CH:20]=1)[CH3:25]. Reported procedure: 0.10 g of the oxindigo 1a (from Example 14) is dissolved in 40 ml of glacial acetic acid. 1.67 g (25.5 mmol) of zinc powder are introduced into the dark red solution. After the solution has been heated to the boiling point, it gradually becomes yellow in colour. The zinc sediment is filtered off to give a clear, dark yellow solution of blue fluorescence. A cotton ribbon is impregnated in this solution for 15 minutes. Chiefly the blue cis form 2a is then formed by oxidation in the air. During a c...